describe an organic reaction: reactants, conditions, products, and yield From a dataset of the Open Reaction Database (ORD), a public repository of structured organic reaction records. Reactants: C(C1=CC=CC=C1)C1(CCN(CC1)C)O (4-benzyl-1-methylpiperidin-4-ol), [H-].[Na+] (sodium hydride), FC1=CC=C(C=C1)[N+](=O)[O-] (4-fluoronitrobenzene), ice water, [H][H] (hydrogen). The solvent is CN(C=O)C (dimethylformamide), CN(C=O)C (dimethylformamide). The product is C(C1=CC=CC=C1)C1(CCN(CC1)C)OC1=CC=C(C=C1)[N+](=O)[O-] (4-Benzyl-1-methyl-4-(4-nitrophenoxy)piperidine). Isolated yield 61.2%. RXN SMILES: [CH2:1]([C:8]1([OH:15])[CH2:13][CH2:12][N:11]([CH3:14])[CH2:10][CH2:9]1)[C:2]1[CH:7]=[CH:6][CH:5]=[CH:4][CH:3]=1.[H-].[Na+].[H][H].F[C:21]1[CH:26]=[CH:25][C:24]([N+:27]([O-:29])=[O:28])=[CH:23][CH:22]=1>CN(C)C=O>[CH2:1]([C:8]1([O:15][C:21]2[CH:26]=[CH:25][C:24]([N+:27]([O-:29])=[O:28])=[CH:23][CH:22]=2)[CH2:13][CH2:12][N:11]([CH3:14])[CH2:10][CH2:9]1)[C:2]1[CH:3]=[CH:4][CH:5]=[CH:6][CH:7]=1 |f:1.2|. Procedure details: A solution of 40.0 g of 4-benzyl-1-methylpiperidin-4-ol in 120 ml of absolute dimethylformamide is added dropwise to a suspension of 8.76 g of sodium hydride (80% strength in oil) in 200 ml of absolute dimethylformamide, while stirring and with exclusion of moisture. During this addition, evolution of hydrogen occurs. When the addition has ended, the mixture is stirred at room temperature for 2 hours, 31.6 g of 4-fluoronitrobenzene are added dropwise thereto, and the mixture is stirred at 50° C....